This data is from the Open Reaction Database (ORD), a public repository of structured organic reaction records. The task is: describe an organic reaction: reactants, conditions, products, and yield Product: Cc1cccc(N2CCc3c(ncnc3Nc3ccc4c(c3)OCCO4)C2)c1. The reactants are Cc1cccc(Br)c1, O=C([O-])[O-], [Cs+], [Cs+], c1nc2c(c(Nc3ccc4c(c3)OCCO4)n1)CCNC2, C1COCCO1. As a reaction SMILES: [Br:1][c:2]1[cH:3][c:4]([CH3:8])[cH:5][cH:6][cH:7]1.[C:9](=[O:10])([O-:11])[O-:12].[Cs+:13].[Cs+:14].[O:15]1[CH2:16][CH2:17][O:18][c:19]2[c:20]1[cH:21][cH:22][c:23]([NH:25][c:26]1[c:27]3[c:28]([n:29][cH:30][n:31]1)[CH2:32][NH:33][CH2:34][CH2:35]3)[cH:24]2.[O:36]1[CH2:37][CH2:38][O:39][CH2:40][CH2:41]1>>[c:2]1([N:33]2[CH2:32][c:28]3[c:27]([c:26]([NH:25][c:23]4[cH:22][cH:21][c:20]5[c:19]([cH:24]4)[O:18][CH2:17][CH2:16][O:15]5)[n:31][cH:30][n:29]3)[CH2:35][CH2:34]2)[cH:3][c:4]([CH3:8])[cH:5][cH:6][cH:7]1. The reactants are C1(CCCCC1)C1=CC=C(C(=O)N2CC(C2)N2CCN(CC2)C(C(F)(F)F)=O)C=C1 (1-{4-[1-(4-Cyclohexyl-benzoyl)-azetidin-3-yl]-piperazin-1-yl}-2,2,2-trifluoro-ethanone), C(=O)([O-])[O-].[K+].[K+] (K2CO3). Solvent: CO (CH3OH), O (H2O). Conditions: time 1 hour. Yields the product C1(CCCCC1)C1=CC=C(C=C1)C(=O)N1CC(C1)N1CCNCC1 ((4-Cyclohexyl-phenyl)-(3-piperazin-1-yl-azetidin-1-yl)-methanone). Reaction SMILES: [CH:1]1([C:7]2[CH:30]=[CH:29][C:10]([C:11]([N:13]3[CH2:16][CH:15]([N:17]4[CH2:22][CH2:21][N:20](C(=O)C(F)(F)F)[CH2:19][CH2:18]4)[CH2:14]3)=[O:12])=[CH:9][CH:8]=2)[CH2:6][CH2:5][CH2:4][CH2:3][CH2:2]1.C([O-])([O-])=O.[K+].[K+]>CO.O>[CH:1]1([C:7]2[CH:8]=[CH:9][C:10]([C:11]([N:13]3[CH2:16][CH:15]([N:17]4[CH2:18][CH2:19][NH:20][CH2:21][CH2:22]4)[CH2:14]3)=[O:12])=[CH:29][CH:30]=2)[CH2:2][CH2:3][CH2:4][CH2:5][CH2:6]1 |f:1.2.3|. Reported procedure: To a solution of compound 1i (0.95 g, 2.24 mmol) in CH3OH (16 mL) and H2O (4 mL) was added K2CO3 (0.8 g, 5.79 mmol). The mixture was stirred at room temperature for 1 h. After filtration, the solvent was removed by evaporation. The crude compound 1j was used in the next reaction without further purification. MS m/z (M+H+) 328.2.